Dataset: the Open Reaction Database (ORD), a public repository of structured organic reaction records. Task: describe an organic reaction: reactants, conditions, products, and yield Reactants: CC1CC2C3CCC4=CC(=O)C=CC4(C)C3=CCC2(C)C1(O)C(=O)COC(=O)c1ccccc1, ClCCl, CC(=O)O, CO. Product: CC1CC2C3CCC4=CC(=O)C=CC4(C)C3=CCC2(C)C1(O)C(=O)CO. As a reaction SMILES: [C:1](=[O:2])([c:3]1[cH:4][cH:5][cH:6][cH:7][cH:8]1)[O:9][CH2:10][C:11]([C:12]1([OH:33])[CH:13]([CH3:32])[CH2:14][CH:15]2[CH:16]3[CH2:17][CH2:18][C:19]4=[CH:20][C:21](=[O:31])[CH:22]=[CH:23][C:24]4([CH3:25])[C:26]3=[CH:27][CH2:28][C:29]12[CH3:30])=[O:34].[CH2:35]([Cl:36])[Cl:37].[CH3:38][C:39](=[O:40])[OH:41].[CH3:42][OH:43]>>[OH:9][CH2:10][C:11]([C:12]1([OH:33])[CH:13]([CH3:32])[CH2:14][CH:15]2[CH:16]3[CH2:17][CH2:18][C:19]4=[CH:20][C:21](=[O:31])[CH:22]=[CH:23][C:24]4([CH3:25])[C:26]3=[CH:27][CH2:28][C:29]12[CH3:30])=[O:34]. The reactants are C1(=CC=CC=C1)/C(=C(\CC)/C1=CC=CC=C1)/C1=CC=C(C=C1)C=CC(=O)O (3-[4-(Z)-(1,2-diphenylbut-1-enyl)phenyl]-acrylic acid), ClC1=CC=C(C=C1)S(=O)(=O)N (4-chlorobenzenesulfonamide). Yields the product ClC1=CC=C(C=C1)S(=O)(=O)NC(C=CC1=CC=C(C=C1)C(=C(CC)C1=CC=CC=C1)C1=CC=CC=C1)=O (4-chloro-N-{3-[4-(1,2-diphenyl-but-1-enyl)-phenyl]-acryloyl}-benzenesulfonamide). RXN SMILES: [C:1]1(/[C:7](/[C:17]2[CH:22]=[CH:21][C:20]([CH:23]=[CH:24][C:25](O)=[O:26])=[CH:19][CH:18]=2)=[C:8](/[C:11]2[CH:16]=[CH:15][CH:14]=[CH:13][CH:12]=2)\[CH2:9][CH3:10])[CH:6]=[CH:5][CH:4]=[CH:3][CH:2]=1.[Cl:28][C:29]1[CH:34]=[CH:33][C:32]([S:35]([NH2:38])(=[O:37])=[O:36])=[CH:31][CH:30]=1>>[Cl:28][C:29]1[CH:30]=[CH:31][C:32]([S:35]([NH:38][C:25](=[O:26])[CH:24]=[CH:23][C:20]2[CH:21]=[CH:22][C:17]([C:7]([C:1]3[CH:6]=[CH:5][CH:4]=[CH:3][CH:2]=3)=[C:8]([C:11]3[CH:12]=[CH:13][CH:14]=[CH:15][CH:16]=3)[CH2:9][CH3:10])=[CH:18][CH:19]=2)(=[O:36])=[O:37])=[CH:33][CH:34]=1. Reported procedure: Prepared by coupling 1a and 4-chlorobenzenesulfonamide in accordance with Procedure 1, Method B described hereinabove. Yield (22%); 1H NMR (d6-DMSO) δ 12.31 (br s, 1H), 7.90 (d, J=8.4 Hz, 2H), 7.66 (d, J=8.4 Hz, 2H), 7.39–7.07 (m, 13H), 6.84 (d, J=8.0 Hz, 2H), 6.40 (d, J=15.7 Hz, 1H), 2.35 (q, J=7.4 Hz, 2H), 0.82 (t, J=7.4 Hz, 3H); APcI m/z: 527 (M−H−). Reactants: O=C(OCc1ccccc1)c1cc(Cl)c(Cl)c(Cl)n1, COc1c(Cl)ccc(B2OCCCO2)c1F, [K+], [K+], O, O=P([O-])([O-])O, c1ccc(P(c2ccccc2)c2ccccc2)cc1. Yields the product COc1c(Cl)ccc(-c2nc(C(=O)OCc3ccccc3)cc(Cl)c2Cl)c1F. Reaction SMILES: [Cl:24][c:25]1[cH:26][c:27]([C:33](=[O:34])[O:35][CH2:36][c:37]2[cH:38][cH:39][cH:40][cH:41][cH:42]2)[n:28][c:29]([Cl:32])[c:30]1[Cl:31].[Cl:8][c:9]1[c:10]([O:22][CH3:23])[c:11]([F:21])[c:12]([B:15]2[O:16][CH2:17][CH2:18][CH2:19][O:20]2)[cH:13][cH:14]1.[K+:6].[K+:7].[OH2:62].[P:1]([OH:2])([O-:3])([O-:4])=[O:5].[c:43]1([P:44]([c:45]2[cH:46][cH:47][cH:48][cH:49][cH:50]2)[c:51]2[cH:52][cH:53][cH:54][cH:55][cH:56]2)[cH:57][cH:58][cH:59][cH:60][cH:61]1>>[Cl:8][c:9]1[c:10]([O:22][CH3:23])[c:11]([F:21])[c:12](-[c:29]2[n:28][c:27]([C:33](=[O:34])[O:35][CH2:36][c:37]3[cH:38][cH:39][cH:40][cH:41][cH:42]3)[cH:26][c:25]([Cl:24])[c:30]2[Cl:31])[cH:13][cH:14]1. Reactants: C([O-])([O-])=O.[Na+].[Na+] (sodium carbonate), C(C1=CN=CC=C1)(=O)O (Nicotinic acid), S(=O)(Cl)Cl (thionyl chloride), C(C)NCC1CCN(CC1)C1=NC(=NC=C1)C(F)(F)F (N-Ethyl-N-[[1-[2-(trifluoromethyl)-4-pyrimidinyl]-4-piperidinyl]methyl]amine), CN(C)C=O (DMF). Reaction conditions: time 18 hour. Yields the product Cl.C(C)N(C(=O)C=1C=NC=CC1)CC1CCN(CC1)C1=NC(=NC=C1)C(F)(F)F (N-Ethyl-N-[[1-[2-(trifluoromethyl)-4-pyrimidinyl]-4-piperidinyl]methyl]-3-pyridinecarboxamide hydrochloride). Isolated yield 67.0%. RXN SMILES: [C:1]([OH:9])(=O)[C:2]1[CH:7]=[CH:6][CH:5]=[N:4][CH:3]=1.CN(C=O)C.[CH2:15]([NH:17][CH2:18][CH:19]1[CH2:24][CH2:23][N:22]([C:25]2[CH:30]=[CH:29][N:28]=[C:27]([C:31]([F:34])([F:33])[F:32])[N:26]=2)[CH2:21][CH2:20]1)[CH3:16].C(=O)([O-])[O-].[Na+].[Na+].S(Cl)([Cl:43])=O>>[ClH:43].[CH2:15]([N:17]([CH2:18][CH:19]1[CH2:20][CH2:21][N:22]([C:25]2[CH:30]=[CH:29][N:28]=[C:27]([C:31]([F:34])([F:33])[F:32])[N:26]=2)[CH2:23][CH2:24]1)[C:1]([C:2]1[CH:3]=[N:4][CH:5]=[CH:6][CH:7]=1)=[O:9])[CH3:16] |f:3.4.5,7.8|. Reported procedure: Nicotinic acid (6.16 g, 50 mmole) was refluxed in thionyl chloride (40 ml) for 3 hr. The excess thionyl chloride was removed in vacuo to give a white powder. DMF (90 ml) was added, followed by N-Ethyl-N-[[1-[2-(trifluoromethyl)-4-pyrimidinyl]-4-piperidinyl]methyl]amine (9.75 g, 33.8 mmole) and sodium carbonate (10.6 g, 100 mmole). The mixture was stirred for 18 hr and then was filtered and concentrated in vacuo. The residue was chromatographed on silica gel using 5% methanol/ethyl acetate to giv...